Dataset: the Open Reaction Database (ORD), a public repository of structured organic reaction records. Task: describe an organic reaction: reactants, conditions, products, and yield Reactants: CCOC(C)=O, [Mg+2], [Na+], [Na+], O=P([O-])([O-])[O-], O=C([O-])[O-], O=S(=O)([O-])[O-], O=CC(O)C(O)C(O)C(O)CO, CCOC(=O)C(=O)CCc1ccccc1. Product: CCOC(=O)C(O)CCc1ccccc1. RXN SMILES: [CH3:45][CH2:46][O:47][C:48](=[O:49])[CH3:50].[Mg+2:39].[Na+:33].[Na+:34].[O-:28][P:29](=[O:30])([O-:31])[O-:32].[O-:35][C:36](=[O:37])[O-:38].[O-:40][S:41](=[O:42])(=[O:43])[O-:44].[O:16]=[CH:17][CH:18]([CH:19]([CH:20]([CH:21]([CH2:22][OH:23])[OH:24])[OH:25])[OH:26])[OH:27].[O:1]=[C:2]([C:3](=[O:4])[O:5][CH2:6][CH3:7])[CH2:8][CH2:9][c:10]1[cH:11][cH:12][cH:13][cH:14][cH:15]1>>[OH:1][CH:2]([C:3](=[O:4])[O:5][CH2:6][CH3:7])[CH2:8][CH2:9][c:10]1[cH:11][cH:12][cH:13][cH:14][cH:15]1. Starting materials: [BH3-]C#N, C=O, O=C(c1ccc(-n2cncn2)cc1)N1CCC(NCc2ccccc2)CC1, CC(=O)O, CO, [Na+]. The product is CN(Cc1ccccc1)C1CCN(C(=O)c2ccc(-n3cncn3)cc2)CC1. As a reaction SMILES: [C:3]([BH3-:4])#[N:5].[CH2:1]=[O:2].[CH2:7]([c:8]1[cH:9][cH:10][cH:11][cH:12][cH:13]1)[NH:14][CH:15]1[CH2:16][CH2:17][N:18]([C:21]([c:22]2[cH:23][cH:24][c:25](-[n:28]3[n:29][cH:30][n:31][cH:32]3)[cH:26][cH:27]2)=[O:33])[CH2:19][CH2:20]1.[CH3:34][C:35](=[O:36])[OH:37].[CH3:38][OH:39].[Na+:6]>>[CH3:3][N:14]([CH2:7][c:8]1[cH:9][cH:10][cH:11][cH:12][cH:13]1)[CH:15]1[CH2:16][CH2:17][N:18]([C:21]([c:22]2[cH:23][cH:24][c:25](-[n:28]3[n:29][cH:30][n:31][cH:32]3)[cH:26][cH:27]2)=[O:33])[CH2:19][CH2:20]1. The reactants are BrC1=C(N)C=CC(=C1)S(N)(=O)=O (2-Bromo-4-sulphamoylaniline), ClCC(=O)Cl (α-chloroacetyl chloride). Product: ClCC(=O)NC1=C(C=C(C=C1)S(N)(=O)=O)Br (2-Chloro-N-(2-bromo-4-sulphamoylphenyl)-acetamide). Yield: 78.6%. As a reaction SMILES: [Br:1][C:2]1[CH:8]=[C:7]([S:9](=[O:12])(=[O:11])[NH2:10])[CH:6]=[CH:5][C:3]=1[NH2:4].[Cl:13][CH2:14][C:15](Cl)=[O:16]>>[Cl:13][CH2:14][C:15]([NH:4][C:3]1[CH:5]=[CH:6][C:7]([S:9](=[O:12])(=[O:11])[NH2:10])=[CH:8][C:2]=1[Br:1])=[O:16]. Reported procedure: 2-Bromo-4-sulphamoylaniline (20.0 g) and α-chloroacetyl chloride (25.0 g) were refluxed together for 60 min. and the product worked up as in Example 2(a) to yield 20.5 g white needles, m.p. 174°-175° The product is C(#N)C(CC=C)C1=CC=CC=C1 (4-Cyano-4-phenyl-1-butene). RXN SMILES: [CH2:1]([C:8]#[N:9])[C:2]1[CH:7]=[CH:6][CH:5]=[CH:4][CH:3]=1.[Li+].C[Si]([N-][Si](C)(C)C)(C)C.[CH2:20](Br)[CH:21]=[CH2:22]>C1COCC1>[C:8]([CH:1]([C:2]1[CH:7]=[CH:6][CH:5]=[CH:4][CH:3]=1)[CH2:22][CH:21]=[CH2:20])#[N:9] |f:1.2|. Conditions: time 0.5 hour. Starting materials: C(C1=CC=CC=C1)C#N (benzyl cyanide), [Li+].C[Si](C)(C)[N-][Si](C)(C)C (LiHMDS), C(C=C)Br (allyl bromide). Procedure details: To a cooled solution (−78° C.) of benzyl cyanide (5.00 g, 42.7 mmol) in anhydrous THF was added LiHMDS (1M in THF, 46.9 mL, 46.9 mmol) dropwise. After 0.5 hour, allyl bromide (5.16 g, 42.6 mmol) was added dropwise to the reaction mixture. The reaction mixture was warmed to room temperature, and the solvent was removed under vacuum. The residual material was purified using silica gel column chromatography eluting with 100% hexanes. The appropriate fractions were combined and concentrated to affor... Run in C1CCOC1 (THF). Reactants: CC1=CC=C(C=C1)S(=O)(=O)N1CC(C(CC1)=O)C(=O)OCC (ethyl 1-[(4-methyl phenyl)sulfonyl]-4-oxopiperidine-3-carboxylate), C1(=CC=CC=C1)NN (phenyl hydrazine), CC[O-].[Na+].CCO (EtONa EtOH), Na, hydrazone. Run in CCO (EtOH), CCO (EtOH), [Cl-].[Na+].O (brine). Yields the product white solid, CC1=CC=C(C=C1)S(=O)(=O)N1CC2=C(CC1)NN(C2=O)C2=CC=CC=C2 (5-[(4-methylphenyl)sulfonyl]-2-phenyl-1,2,4,5,6,7-hexahydro-3H-pyrazolo[4,3-c]pyridin-3-one). The yield is 25.0%. RXN SMILES: [CH3:1][C:2]1[CH:7]=[CH:6][C:5]([S:8]([N:11]2[CH2:16][CH2:15][C:14](=O)[CH:13]([C:18]([O:20]CC)=O)[CH2:12]2)(=[O:10])=[O:9])=[CH:4][CH:3]=1.[C:23]1([NH:29][NH2:30])[CH:28]=[CH:27][CH:26]=[CH:25][CH:24]=1.CC[O-].[Na+].CCO>CCO.[Cl-].[Na+].O>[CH3:1][C:2]1[CH:3]=[CH:4][C:5]([S:8]([N:11]2[CH2:16][CH2:15][C:14]3[NH:30][N:29]([C:23]4[CH:28]=[CH:27][CH:26]=[CH:25][CH:24]=4)[C:18](=[O:20])[C:13]=3[CH2:12]2)(=[O:9])=[O:10])=[CH:6][CH:7]=1 |f:2.3.4,6.7.8|. Reported procedure: In a three-necked flask, under a N2 atmosphere, 0.300 g (0.92 mmol) of ethyl 1-[(4-methyl phenyl)sulfonyl]-4-oxopiperidine-3-carboxylate and 0.099 g (0.92 mmol) of phenyl hydrazine were stirred in 3 mL of EtOH for 1 h at 50° C. HPLC and UPLC-MS analysis revealed the formation of the hydrazone intermediate. After having cooled to room temperature, a solution of EtONa/EtOH—prepared by dissolution of 42 mg (1.84 mmol) of Na in 2 mL of EtOH—was added to the reaction mixture and it was stirred for 1 ... Starting materials: CCOc1ccccc1-c1nc2c(C#N)ccnc2c(=O)[nH]1, CCO, Cl, [Na+], [OH-], OO. Yields the product CCOc1ccccc1-c1nc2c(C(N)=O)ccnc2c(=O)[nH]1. As a reaction SMILES: [C:5](#[N:6])[c:7]1[cH:8][cH:9][n:10][c:11]2[c:12]1[n:13][c:14](-[c:18]1[c:19]([O:24][CH2:25][CH3:26])[cH:20][cH:21][cH:22][cH:23]1)[nH:15][c:16]2=[O:17].[CH3:28][CH2:29][OH:30].[ClH:27].[Na+:4].[OH-:3].[OH:1][OH:2]>>[O:1]=[C:5]([NH2:6])[c:7]1[cH:8][cH:9][n:10][c:11]2[c:12]1[n:13][c:14](-[c:18]1[c:19]([O:24][CH2:25][CH3:26])[cH:20][cH:21][cH:22][cH:23]1)[nH:15][c:16]2=[O:17]. Starting materials: Cl.NCC(=O)C=1C=C(NS(=O)(=O)C)C=C(C1)F (3'-(2-Aminoacetyl)-5'-fluoromethanesulfonanilide hydrochloride), [BH4-].[Na+] (sodium borohydride). Solvent: CO (methanol). The product is NCC(O)C=1C=C(NS(=O)(=O)C)C=C(C1)F ((±)-3'-(2-amino-1-hydroxyethyl)-5'-fluoromethanesulfonanilide). The yield is 71.7%. RXN SMILES: Cl.[NH2:2][CH2:3][C:4]([C:6]1[CH:7]=[C:8]([CH:14]=[C:15]([F:17])[CH:16]=1)[NH:9][S:10]([CH3:13])(=[O:12])=[O:11])=[O:5].[BH4-].[Na+]>CO>[NH2:2][CH2:3][CH:4]([C:6]1[CH:7]=[C:8]([CH:14]=[C:15]([F:17])[CH:16]=1)[NH:9][S:10]([CH3:13])(=[O:11])=[O:12])[OH:5] |f:0.1,2.3|. Procedure details: 3'-(2-Aminoacetyl)-5'-fluoromethanesulfonanilide hydrochloride (1.7 g) was suspended in 70 ml of methanol, then 114 mg of sodium borohydride was added thereto with stirring at 5°-10° C. and the mixture was stirred at room temperature for 30 minutes. The solvent was evaporated and the residue was made into a free base using ion exchange resin (Dowex 50W X2) followed by recrystallizing from methanol-ethanol to give 1.07 g of (±)-3'-(2-amino-1-hydroxyethyl)-5'-fluoromethanesulfonanilide, m.p. 167°-...